This data is from the Open Reaction Database (ORD), a public repository of structured organic reaction records. The task is: describe an organic reaction: reactants, conditions, products, and yield The reactants are FC1=C2CCC(NC2=NC=C1)=O (5-fluoro-3,4-dihydro-1,8-naphthyridin-2(1H)-one), Cl (HCl), OC=1C=C2C=C(C=NC2=CC1)C(=O)O (6-hydroxyquinoline-3-carboxylic acid), C([O-])([O-])=O.[Cs+].[Cs+] (cesium carbonate). The solvent is O (water), CN(C=O)C (N,N-Dimethylformamide). Run at temperature 150 celsius. Yields the product O=C1CCC=2C(=CC=NC2N1)OC=1C=C2C=C(C=NC2=CC1)C(=O)O (6-(7-oxo-5,6,7,8-tetrahydro-1,8-naphthyridin-4-yloxy)quinoline-3-carboxylic acid). Reaction SMILES: F[C:2]1[CH:11]=[CH:10][N:9]=[C:8]2[C:3]=1[CH2:4][CH2:5][C:6](=[O:12])[NH:7]2.[OH:13][C:14]1[CH:15]=[C:16]2[C:21](=[CH:22][CH:23]=1)[N:20]=[CH:19][C:18]([C:24]([OH:26])=[O:25])=[CH:17]2.C(=O)([O-])[O-].[Cs+].[Cs+].Cl>O.CN(C)C=O>[O:12]=[C:6]1[NH:7][C:8]2[N:9]=[CH:10][CH:11]=[C:2]([O:13][C:14]3[CH:15]=[C:16]4[C:21](=[CH:22][CH:23]=3)[N:20]=[CH:19][C:18]([C:24]([OH:26])=[O:25])=[CH:17]4)[C:3]=2[CH2:4][CH2:5]1 |f:2.3.4|. Reported procedure: 5-fluoro-3,4-dihydro-1,8-naphthyridin-2(1H)-one (Int-28, 120 mg, 0.72 mmol), 6-hydroxyquinoline-3-carboxylic acid (1.5 mg, 0.794 mmol), and cesium carbonate (706 mg, 2.17 mmol) were weighed into a microwave vial. N,N-Dimethylformamide (3.5 mL) was added and the vial was sealed and heated in a microwave at 150° C. for 4 h. The vial was opened and water was added (5 mL). The resulting clear solution was neutralized by the addition of 1N HCl and washed with ethyl acetate. The washed aqueous phase w... The reactants are COCOC=1C=C(C=CC1)CCCCC1=C(C=CC=C1)O (2-[4-(3-methoxymethoxyphenyl)butyl]phenol), CC(C)([O-])C.[K+] (potassium t-butoxide), C(Br)C1CO1 (epibromohydrin). The solvent is CC(=O)N(C)C (dimethylacetamide). Product: COCOC=1C=C(C=CC1)CCCCC1=C(OCC2OC2)C=CC=C1 (2-{2-[4-(3-Methoxymethoxyphenyl)butyl]phenoxymethyl}oxirane). Yield: 59.7%. RXN SMILES: [CH3:1][O:2][CH2:3][O:4][C:5]1[CH:6]=[C:7]([CH2:11][CH2:12][CH2:13][CH2:14][C:15]2[CH:20]=[CH:19][CH:18]=[CH:17][C:16]=2[OH:21])[CH:8]=[CH:9][CH:10]=1.[CH3:22][C:23](C)([O-:25])[CH3:24].[K+].C(C1OC1)Br>CC(N(C)C)=O>[CH3:1][O:2][CH2:3][O:4][C:5]1[CH:6]=[C:7]([CH2:11][CH2:12][CH2:13][CH2:14][C:15]2[CH:20]=[CH:19][CH:18]=[CH:17][C:16]=2[O:21][CH2:22][CH:23]2[CH2:24][O:25]2)[CH:8]=[CH:9][CH:10]=1 |f:1.2|. Procedure: Following a procedure similar to that described in Example 1(a), 2.87 g of 2-[4-(3-methoxymethoxyphenyl)butyl]phenol (prepared as described in Preparation 5), 1.18 g of potassium t-butoxide and 1.67 g of epibromohydrin were reacted in 30 ml of dimethylacetamide. The crude product, extracted as described in Example 1(a), was purified as described in Example 1(a), to give 2.05 g (yield 60%) of the title compound as a colorless oil. Starting materials: C1(CCCC2=CC=CC=C12)C(=O)O (1,2,3,4-tetrahydronaphthalene-1-carboxylic acid), C(C1=CC=CC=C1)OC1=CC=C(C=C1)CNC1=CC=C(C=C1)C(C)C ([(4-benzyloxyphenyl)methyl](4-isopropylphenyl)amine). The product is C(C1=CC=CC=C1)OC1=CC=C(C=C1)CN(C(=O)C1CCCC2=CC=CC=C12)C1=CC=C(C=C1)C(C)C (N-[(4-benzyloxyphenyl)methyl]-N-(4-isopropylphenyl)-1,2,3,4-tetrahydronaphthalene-1-carboxamide). The yield is 55.0%. Reaction SMILES: [CH:1]1([C:11]([OH:13])=O)[C:10]2[C:5](=[CH:6][CH:7]=[CH:8][CH:9]=2)[CH2:4][CH2:3][CH2:2]1.[CH2:14]([O:21][C:22]1[CH:27]=[CH:26][C:25]([CH2:28][NH:29][C:30]2[CH:35]=[CH:34][C:33]([CH:36]([CH3:38])[CH3:37])=[CH:32][CH:31]=2)=[CH:24][CH:23]=1)[C:15]1[CH:20]=[CH:19][CH:18]=[CH:17][CH:16]=1>>[CH2:14]([O:21][C:22]1[CH:27]=[CH:26][C:25]([CH2:28][N:29]([C:30]2[CH:31]=[CH:32][C:33]([CH:36]([CH3:38])[CH3:37])=[CH:34][CH:35]=2)[C:11]([CH:1]2[C:10]3[C:5](=[CH:6][CH:7]=[CH:8][CH:9]=3)[CH2:4][CH2:3][CH2:2]2)=[O:13])=[CH:24][CH:23]=1)[C:15]1[CH:16]=[CH:17][CH:18]=[CH:19][CH:20]=1. Procedure details: By the reaction and treatment in the same manner as in Example 12 using 1,2,3,4-tetrahydronaphthalene-1-carboxylic acid (0.34 g) and [(4-benzyloxyphenyl)methyl](4-isopropylphenyl)amine (0.66 g) as starting materials, N-[(4-benzyloxyphenyl)methyl]-N-(4-isopropylphenyl)-1,2,3,4-tetrahydronaphthalene-1-carboxamide (0.52 g) was obtained. melting point: 120-121° C.